From a dataset of the Open Reaction Database (ORD), a public repository of structured organic reaction records. describe an organic reaction: reactants, conditions, products, and yield Starting materials: CC(C)NCc1ccccc1N1CCN(C(=O)OC(C)(C)C)CC1, CC(=O)Cl, C1CCOC1. As a reaction SMILES: [C:1](=[O:2])([O:3][C:4]([CH3:5])([CH3:6])[CH3:7])[N:8]1[CH2:9][CH2:10][N:11]([c:14]2[c:15]([CH2:20][NH:21][CH:22]([CH3:23])[CH3:24])[cH:16][cH:17][cH:18][cH:19]2)[CH2:12][CH2:13]1.[CH3:25][C:26]([Cl:27])=[O:28].[O:29]1[CH2:30][CH2:31][CH2:32][CH2:33]1>>[C:1](=[O:2])([O:3][C:4]([CH3:5])([CH3:6])[CH3:7])[N:8]1[CH2:9][CH2:10][N:11]([c:14]2[c:15]([CH2:20][N:21]([CH:22]([CH3:23])[CH3:24])[C:26]([CH3:25])=[O:28])[cH:16][cH:17][cH:18][cH:19]2)[CH2:12][CH2:13]1. Yields the product CC(=O)N(Cc1ccccc1N1CCN(C(=O)OC(C)(C)C)CC1)C(C)C. The reactants are O=C1C(CCC=2C=CN=CC12)CC(=O)OC (Methyl 5,6,7,8-tetrahydro-8-oxoisoquinolin-7-acetate), FC(C1=CC=C(C=C1)NN)(F)F (4-trifluoromethyl-phenylhydrazine), C1(=CC=C(C=C1)S(=O)(=O)O)C (para-toluenesulphonic acid), [OH-].[Na+] (sodium hydroxide). Run in C=1(C(=CC=CC1)C)C (xylene). The product is FC(C1=CC=C(C=C1)N1N=C2C3=C(CCC2CC1=O)C=CN=C3)(F)F (4,4a,5,6-Tetrahydro-2-(4-trifluoromethylphenyl)-2H-pyrido[4,3-h]cinnolin-3-one). Isolated yield 15.9%. Reaction SMILES: O=[C:2]1[C:11]2[CH:10]=[N:9][CH:8]=[CH:7][C:6]=2[CH2:5][CH2:4][CH:3]1[CH2:12][C:13]([O:15]C)=O.[F:17][C:18]([F:28])([F:27])[C:19]1[CH:24]=[CH:23][C:22]([NH:25][NH2:26])=[CH:21][CH:20]=1.C1(C)C=CC(S(O)(=O)=O)=CC=1.[OH-].[Na+]>C1(C)C(C)=CC=CC=1>[F:17][C:18]([F:27])([F:28])[C:19]1[CH:20]=[CH:21][C:22]([N:25]2[C:13](=[O:15])[CH2:12][CH:3]3[C:2]([C:11]4[CH:10]=[N:9][CH:8]=[CH:7][C:6]=4[CH2:5][CH2:4]3)=[N:26]2)=[CH:23][CH:24]=1 |f:3.4|. Procedure: Methyl 5,6,7,8-tetrahydro-8-oxoisoquinolin-7-acetate (1.0 g), 4-trifluoromethyl-phenylhydrazine (1.6 g) and para-toluenesulphonic acid (0.25 g) were heated under reflux in xylene (20 ml) for 4 hours. The cooled reaction was poured into 2M sodium hydroxide solution and extracted with ethyl acetate, which was then washed with brine, dried, and evaporated to a gum. The gum was chromatographed on silica gel, eluting with ethyl acetate-isohexane (1:1), to afford a solid which was crystallised from is... Starting materials: Cl (HCl), C(CCC)OC1=NC(=C2N=C(N(C2=N1)CC1COCC1)OC)N (2-Butoxy-8-methoxy-9-(tetrahydrofuran-3-ylmethyl)-9H-purin-6-amine), C([O-])(O)=O.[Na+] (sodium bicarbonate), O (water). Solvent: O1CCOCC1 (dioxan), CO (methanol). Product: NC1=C2NC(N(C2=NC(=N1)OCCCC)CC1COCC1)=O (6-Amino-2-(butyloxy)-9-(tetrahydro-3-furanylmethyl)-7,9-dihydro-8H-Purin-8-one). RXN SMILES: [CH2:1]([O:5][C:6]1[N:14]=[C:13]2[C:9]([N:10]=[C:11]([O:21]C)[N:12]2[CH2:15][CH:16]2[CH2:20][CH2:19][O:18][CH2:17]2)=[C:8]([NH2:23])[N:7]=1)[CH2:2][CH2:3][CH3:4].Cl.O.C(=O)(O)[O-].[Na+]>CO.O1CCOCC1>[NH2:23][C:8]1[N:7]=[C:6]([O:5][CH2:1][CH2:2][CH2:3][CH3:4])[N:14]=[C:13]2[C:9]=1[NH:10][C:11](=[O:21])[N:12]2[CH2:15][CH:16]1[CH2:20][CH2:19][O:18][CH2:17]1 |f:3.4|. Procedure details: 2-Butoxy-8-methoxy-9-(tetrahydrofuran-3-ylmethyl)-9H-purin-6-amine (Isomer 2, 178 mg) was suspended in methanol (2 ml) and 4N HCl in dioxan (1 ml) added. The resulting clear solution was stripped and the residue treated with water and basified with saturated aqueous sodium bicarbonate. The solid obtained was filtered, washed with water and dried to give the title compound (isomer 2), yield 72 mg (low due to mechanical losses). The reactants are CSC(=C[N+](=O)[O-])NCC#C (1-Methylthio-1-(2-propynylamino)-2-nitroethylene), CC=1N=CNC1CSCCN (2-[(4-methyl-1H-imidazol-5-yl)-methylthio]ethylamine). The product is [N+](=O)([O-])C=C(NCCSCC1=C(N=CN1)C)NC#CC (1-Nitro-2-(propynylamino)-2-{2-[(4-methyl-1H-imidazol-5-yl)-methylthio]ethylamino}ethylene). As a reaction SMILES: CS[C:3]([NH:8][CH2:9][C:10]#[CH:11])=[CH:4][N+:5]([O-:7])=[O:6].[CH3:12][C:13]1[N:14]=[CH:15][NH:16][C:17]=1[CH2:18][S:19][CH2:20][CH2:21][NH2:22]>>[N+:5]([CH:4]=[C:3]([NH:8][C:9]#[C:10][CH3:11])[NH:22][CH2:21][CH2:20][S:19][CH2:18][C:17]1[NH:16][CH:15]=[N:14][C:13]=1[CH3:12])([O-:7])=[O:6]. Procedure details: A solution of the product of Step A is treated with about an equimolar amount of 2-[(4-methyl-1H-imidazol-5-yl)-methylthio]ethylamine [prepared by the procedure described in U.S. Pat. No. 3,950,353] to produce, after workup and chromatography, the title product.